From a dataset of the Open Reaction Database (ORD), a public repository of structured organic reaction records. describe an organic reaction: reactants, conditions, products, and yield Reactants: [Na], O=S(=O)(Cl)Cl, c1ccccc1, CC(=O)Nc1cc(C(=O)c2ccccn2)ccc1OCc1ccccc1. Product: CC(=O)N(c1cc(C(=O)c2ccccn2)ccc1OCc1ccccc1)S(=O)(=O)Cl. Reaction SMILES: [Na:27].[S:28](=[O:29])(=[O:30])([Cl:31])[Cl:32].[cH:33]1[cH:34][cH:35][cH:36][cH:37][cH:38]1.[n:1]1[c:2]([C:7](=[O:8])[c:9]2[cH:10][c:11]([NH:23][C:24]([CH3:25])=[O:26])[c:12]([O:15][CH2:16][c:17]3[cH:18][cH:19][cH:20][cH:21][cH:22]3)[cH:13][cH:14]2)[cH:3][cH:4][cH:5][cH:6]1>>[n:1]1[c:2]([C:7](=[O:8])[c:9]2[cH:10][c:11]([N:23]([C:24]([CH3:25])=[O:26])[S:28](=[O:29])(=[O:30])[Cl:31])[c:12]([O:15][CH2:16][c:17]3[cH:18][cH:19][cH:20][cH:21][cH:22]3)[cH:13][cH:14]2)[cH:3][cH:4][cH:5][cH:6]1.